The task is: describe an organic reaction: reactants, conditions, products, and yield. This data is from the Open Reaction Database (ORD), a public repository of structured organic reaction records. Reactants: CCOC(=O)Cn1c(C)cc(-c2ccccc2C(C)C)c(C(C)=O)c1=O, CCO, [Na+], [OH-]. Yields the product CC(=O)c1c(-c2ccccc2C(C)C)cc(C)n(CC(=O)O)c1=O. RXN SMILES: [C:1]([CH3:2])(=[O:3])[c:4]1[c:5](=[O:26])[n:6]([CH2:20][C:21](=[O:22])[O:23][CH2:24][CH3:25])[c:7]([CH3:19])[cH:8][c:9]1-[c:10]1[c:11]([CH:16]([CH3:17])[CH3:18])[cH:12][cH:13][cH:14][cH:15]1.[CH3:29][CH2:30][OH:31].[Na+:28].[OH-:27]>>[C:1]([CH3:2])(=[O:3])[c:4]1[c:5](=[O:26])[n:6]([CH2:20][C:21](=[O:22])[OH:23])[c:7]([CH3:19])[cH:8][c:9]1-[c:10]1[c:11]([CH:16]([CH3:17])[CH3:18])[cH:12][cH:13][cH:14][cH:15]1.